This data is from the Open Reaction Database (ORD), a public repository of structured organic reaction records. The task is: describe an organic reaction: reactants, conditions, products, and yield Reactants: CC(=O)OCCn1ccc2c([N+](=O)[O-])c(Cl)ccc2c1=O, ClCCl, CCO, [Cl-], [Fe], [NH4+], O. Product: CC(=O)OCCn1ccc2c(N)c(Cl)ccc2c1=O. Reaction SMILES: [C:1]([CH3:2])(=[O:3])[O:4][CH2:5][CH2:6][n:7]1[c:8](=[O:21])[c:9]2[cH:10][cH:11][c:12]([Cl:20])[c:13]([N+:17]([O-:18])=[O:19])[c:14]2[cH:15][cH:16]1.[CH2:29]([Cl:30])[Cl:31].[CH3:22][CH2:23][OH:24].[Cl-:25].[Fe:28].[NH4+:26].[OH2:27]>>[C:1]([CH3:2])(=[O:3])[O:4][CH2:5][CH2:6][n:7]1[c:8](=[O:21])[c:9]2[cH:10][cH:11][c:12]([Cl:20])[c:13]([NH2:17])[c:14]2[cH:15][cH:16]1. Conditions: temperature 40 celsius, time 36 hour. The solvent is C1(=CC=CC=C1)C (toluene), C(C)(=O)OCC (ethyl acetate). Reagents/catalysts: C([O-])([O-])=O.[Ag+2] (Silver carbonate). The reactants are OC1=C(C=O)C=C(C=C1)OC(F)(F)F (2-hydroxy-5-(trifluoromethoxy)benzaldehyde), IC1(CC1)SC1=CC=CC=C1 ((1-iodocycloprop-1-yl)phenylsulfide), O (water), [BH4-].[Na+] (sodium borohydride). Reaction SMILES: [OH:1][C:2]1[CH:9]=[CH:8][C:7]([O:10][C:11]([F:14])([F:13])[F:12])=[CH:6][C:3]=1[CH:4]=[O:5].I[C:16]1([S:19][C:20]2[CH:25]=[CH:24][CH:23]=[CH:22][CH:21]=2)[CH2:18][CH2:17]1.[BH4-].[Na+].O>C1(C)C=CC=CC=1.C(OCC)(=O)C.C(=O)([O-])[O-].[Ag+2]>[C:20]1([S:19][C:16]2([O:1][C:2]3[CH:9]=[CH:8][C:7]([O:10][C:11]([F:12])([F:13])[F:14])=[CH:6][C:3]=3[CH2:4][OH:5])[CH2:18][CH2:17]2)[CH:25]=[CH:24][CH:23]=[CH:22][CH:21]=1 |f:2.3,7.8|. Yield: 52.1%. The product is C1(=CC=CC=C1)SC1(CC1)OC1=C(C=C(C=C1)OC(F)(F)F)CO (2-(1-Phenylthiocycloprop-1-yl)oxy-5-(trifluoromethoxy)benzenemethanol). Reported procedure: Silver carbonate (4.82 g, 17.5 mmol) was added to a solution of 2-hydroxy-5-(trifluoromethoxy)benzaldehyde (2.0 g, 9.7 mmol) and (1-iodocycloprop-1-yl)phenylsulfide (Cohen T. and Matz J. R., J. Am. Chem. Soc. 1980, 102, 6902) (5.48 g, 17.5 mmol) in toluene (25 mL) and the mixture was stirred at 40° C. for 36 h., then at room temperature for 16 h. The mixture was diluted with ethyl acetate and filtered, washing well with ethyl acetate. The mixture was washed with aqueous sodium hydroxide (1M, 6×7... The reactants are ClC=1C=C(C=2C(=NNC2C1)I)C#N (6-chloro-3-iodo-1H-indazole-4-carbonitrile), O1CCCC=C1 (dihydropyran), TsOH monohydrate, C1CCOC1 (THF). Run at temperature 80 celsius. Product: ClC=1C=C(C=2C(=NN(C2C1)C1OCCCC1)C)C#N (6-chloro-3-methyl-1-(tetrahydro-2H-pyran-2-yl)-1H-indazole-4-carbonitrile). The yield is 78.4%. Reaction SMILES: [Cl:1][C:2]1[CH:3]=[C:4]([C:12]#[N:13])[C:5]2[C:6](I)=[N:7][NH:8][C:9]=2[CH:10]=1.[O:14]1[CH:19]=[CH:18][CH2:17][CH2:16][CH2:15]1.[CH2:20]1COCC1>>[Cl:1][C:2]1[CH:3]=[C:4]([C:12]#[N:13])[C:5]2[C:6]([CH3:20])=[N:7][N:8]([CH:19]3[CH2:18][CH2:17][CH2:16][CH2:15][O:14]3)[C:9]=2[CH:10]=1. Procedure details: A mixture of 6-chloro-3-iodo-1H-indazole-4-carbonitrile (2.0 g, 6.59 mmol), dihydropyran (1.09 g, 13.18 mmol), and TsOH monohydrate (127 mg, 0.659 mmol) in THF (40 mL) under nitrogen was heated at 80° C. overnight. The reaction mixture was quenched with water (40 mL) and extracted with EtOAc (50 mL×3). The combined extracts were washed with brine, dried (MgSO4), filtered, and concentrated in vacuo. The residue was purified by SiO2 chromatography eluting with petroleum ether/EtOAc (5:1) to afford... The reactants are CC(C)C1=C(C(=CC=C1)C(C)C)NC(CNC(C1=CC=CC=C1)C1=CC=CC=C1)=O (N-[2,6-bis(1-Methylethyl)phenyl]-2-[(diphenylmethyl)amino]acetamide), C(C)(=O)OC(C)=O (acetic anhydride), CC(C)C1=C(C(=CC=C1)C(C)C)NC(CNC(CC1=CC=CC=C1)(C)C)=O (N-[2,6-bis(1-Methylethyl)phenyl]-2-[(1,1-dimethyl-2-phenylethyl)amino]acetamide), FC(C(C(C(=O)OC(C(C(C(F)(F)F)(F)F)(F)F)=O)(F)F)(F)F)(F)F (heptafluorobutyric anhydride). Product: CC(C)C1=C(C(=CC=C1)C(C)C)NC(CN(C(C(C(C(F)(F)F)(F)F)(F)F)=O)C(C1=CC=CC=C1)C1=CC=CC=C1)=O (N-[2-[[2,6-bis(1-Methylethyl)phenyl]amino]-2-oxoethyl]-N-(diphenylmethyl)-2,2,3,3,4,4,4-heptafluorobutanamide). RXN SMILES: [CH3:1][CH:2]([C:4]1[CH:9]=[CH:8][CH:7]=[C:6]([CH:10]([CH3:12])[CH3:11])[C:5]=1[NH:13][C:14](=[O:30])[CH2:15][NH:16][CH:17]([C:24]1[CH:29]=[CH:28][CH:27]=[CH:26][CH:25]=1)[C:18]1[CH:23]=[CH:22][CH:21]=[CH:20][CH:19]=1)[CH3:3].CC(C1C=CC=C(C(C)C)C=1NC(=O)CNC(C)(C)CC1C=CC=CC=1)C.FC(F)(F)C(F)(F)C(F)(F)C([O:64][C:65](=O)[C:66]([F:75])([F:74])[C:67]([F:73])([F:72])[C:68]([F:71])([F:70])[F:69])=O.C(OC(=O)C)(=O)C>>[CH3:3][CH:2]([C:4]1[CH:9]=[CH:8][CH:7]=[C:6]([CH:10]([CH3:11])[CH3:12])[C:5]=1[NH:13][C:14](=[O:30])[CH2:15][N:16]([CH:17]([C:24]1[CH:25]=[CH:26][CH:27]=[CH:28][CH:29]=1)[C:18]1[CH:19]=[CH:20][CH:21]=[CH:22][CH:23]=1)[C:65](=[O:64])[C:66]([F:74])([F:75])[C:67]([F:72])([F:73])[C:68]([F:71])([F:70])[F:69])[CH3:1]. Procedure details: When in the procedure of Example 79 an appropriate amount of the product of Example 4 was substituted for the product of Example 5 and an appropriate amount of heptafluorobutyric anhydride was substituted for acetic anhydride and the general procedure of Example 79 was followed the title compound was obtained. Total yield, 1.33 g (59%).